Task: describe an organic reaction: reactants, conditions, products, and yield. Dataset: the Open Reaction Database (ORD), a public repository of structured organic reaction records Reactants: S(=O)(Cl)Cl (Thionyl chloride), C(C1=CC=CC=C1)OC1=CC=C(C=C1)C1=CC=C(C=C1)C(=O)O (4'-benzyloxybiphenyl-4-carboxylic acid). Product: S(=O)(Cl)Cl (thionyl chloride), C(C1=CC=CC=C1)OC1=CC=C(C=C1)C1=CC=C(C=C1)C(=O)Cl (4'-benzyloxybiphenyl-4-carboxylic chloride). Isolated yield 154.9%. Reaction SMILES: [S:1]([Cl:4])([Cl:3])=[O:2].[CH2:5]([O:12][C:13]1[CH:18]=[CH:17][C:16]([C:19]2[CH:24]=[CH:23][C:22]([C:25]([OH:27])=O)=[CH:21][CH:20]=2)=[CH:15][CH:14]=1)[C:6]1[CH:11]=[CH:10][CH:9]=[CH:8][CH:7]=1>>[S:1]([Cl:4])([Cl:3])=[O:2].[CH2:5]([O:12][C:13]1[CH:18]=[CH:17][C:16]([C:19]2[CH:24]=[CH:23][C:22]([C:25]([Cl:3])=[O:27])=[CH:21][CH:20]=2)=[CH:15][CH:14]=1)[C:6]1[CH:11]=[CH:10][CH:9]=[CH:8][CH:7]=1. Reported procedure: Thionyl chloride (140 g, 1.18 mol) was added to 4'-benzyloxybiphenyl-4-carboxylic acid (300 g, 0.98 mol), followed by refluxing the mixture for about 2 hours, thereafter removing excess thionyl chloride under reduced pressure to obtain 4'-benzyloxybiphenyl-4-carboxylic chloride (295 g).